This data is from the Open Reaction Database (ORD), a public repository of structured organic reaction records. The task is: describe an organic reaction: reactants, conditions, products, and yield The reactants are CC1(C(NS(N1C)(=O)=O)=O)CCC (4-methyl-4-propyl-5-methyl-1,2,5-thiadiazolidin-3-one 1,1-dioxide), C1(=CC=CC=C1)SCCl (phenylthiomethyl chloride), ice water. The reagents and catalysts are [Br-].C(CCC)[N+](CCCC)(CCCC)CCCC (tetrabutylammonium bromide). Solvent: CN(C)C=O (DMF). Run at temperature 75 celsius. The product is C1(=CC=CC=C1)SCN1S(N(C(C1=O)(CCC)C)C)(=O)=O (2-phenylthiomethyl-4-methyl-4-propyl-5-methyl-1,2,5-thiadiazolidin-3-one 1,1-dioxide). The yield is 17.7%. Reaction SMILES: [CH3:1][C:2]1([CH2:11][CH2:12][CH3:13])[N:6]([CH3:7])[S:5](=[O:9])(=[O:8])[NH:4][C:3]1=[O:10].[C:14]1([S:20][CH2:21]Cl)[CH:19]=[CH:18][CH:17]=[CH:16][CH:15]=1>[Br-].C([N+](CCCC)(CCCC)CCCC)CCC.CN(C=O)C>[C:14]1([S:20][CH2:21][N:4]2[C:3](=[O:10])[C:2]([CH3:1])([CH2:11][CH2:12][CH3:13])[N:6]([CH3:7])[S:5]2(=[O:9])=[O:8])[CH:19]=[CH:18][CH:17]=[CH:16][CH:15]=1 |f:2.3|. Procedure details: A mixture of 4-methyl-4-propyl-5-methyl-1,2,5-thiadiazolidin-3-one 1,1-dioxide (5.44 g, 28.31 mmol), phenylthiomethyl chloride (5.39 g, 33.97 mmol) and tetrabutylammonium bromide (0. 912 g, 2.83 mmol) suspended in DMF (120 ml) was heated at 75° C. for 23 hours, cooled, and poured into 250 ml of ice/water. The mixture was extracted with ethyl acetate (3×150 ml), and the organic layer was washed with water and brine. The organic layer was dried, concentrated in vacuo, and the residue was purified ... As a reaction SMILES: [CH2:1]([c:2]1[cH:3][cH:4][cH:5][cH:6][cH:7]1)[O:8][CH2:9][CH2:10][CH2:11][CH2:12][O:13][c:14]1[cH:15][c:16]([CH3:25])[c:17]2[cH:18][cH:19][c:20](=[O:24])[nH:21][c:22]2[n:23]1.[CH3:26][CH2:27][O:28][CH2:29][CH3:30].[CH3:31][CH2:32][OH:33]>>[OH:8][CH2:9][CH2:10][CH2:11][CH2:12][O:13][c:14]1[cH:15][c:16]([CH3:25])[c:17]2[cH:18][cH:19][c:20](=[O:24])[nH:21][c:22]2[n:23]1. Yields the product Cc1cc(OCCCCO)nc2[nH]c(=O)ccc12. The reactants are Cc1cc(OCCCCOCc2ccccc2)nc2[nH]c(=O)ccc12, CCOCC, CCO.